describe an organic reaction: reactants, conditions, products, and yield From a dataset of the Open Reaction Database (ORD), a public repository of structured organic reaction records. Starting materials: CCO, CN1CCc2cc([N+](=O)[O-])ccc21. Yields the product CN1CCc2cc(N)ccc21. RXN SMILES: [CH3:14][CH2:15][OH:16].[CH3:1][N:2]1[CH2:3][CH2:4][c:5]2[cH:6][c:7]([N+:11]([O-:12])=[O:13])[cH:8][cH:9][c:10]21>>[CH3:1][N:2]1[CH2:3][CH2:4][c:5]2[cH:6][c:7]([NH2:11])[cH:8][cH:9][c:10]21. Reactants: CC(=O)C.C([C@@H](O)[C@@H](O)[C@H](O)[C@H](O)CO)O (D-mannitol acetone), C([C@@H](O)[C@@H](O)[C@H](O)[C@H](O)CO)O (D-mannitol), ketone. Reagents/catalysts: [Cl-].[Zn+2].[Cl-] (zinc chloride). Run in CC(=O)C (acetone). Product: CC1(OC[C@@H](O1)[C@H]([C@@H]([C@H]2COC(O2)(C)C)O)O)C (1,2,5,6-diacetone D-mannitol). As a reaction SMILES: [CH3:1][C:2]([CH3:4])=[O:3].[CH2:5]([OH:16])[C@H:6]([C@H:8]([C@@H:10]([C@@H:12]([CH2:14]O)[OH:13])[OH:11])[OH:9])[OH:7].[CH2:17](O)[C@H:18]([C@H:20]([C@@H]([C@@H](CO)O)O)O)O>[Cl-].[Zn+2].[Cl-].CC(C)=O>[CH3:1][C:2]1([CH3:4])[O:13][C@@H:12]([C@@H:10]([OH:11])[C@H:8]([OH:9])[C@@H:6]2[O:7][C:18]([CH3:20])([CH3:17])[O:16][CH2:5]2)[CH2:14][O:3]1 |f:0.1,3.4.5|. Reported procedure: In the preparation of the diketonide deriving from D-mannitol acetone is the ketone which is preferentially used. Then, the 1,2,5,6-diacetone D-mannitol is prepared by reacting acetone, to which solid zinc chloride has been added, with D-mannitol with stirring within a temperature range of from 0° C. to +50° C. Reactants: CCO, CC1(C)OCCC1=O, CCOC=O, [H-], [Na+], O. Yields the product CC1(C)OCC(=CO)C1=O. Reaction SMILES: [CH3:11][CH2:12][OH:13].[CH3:1][C:2]1([CH3:8])[O:3][CH2:4][CH2:5][C:6]1=[O:7].[CH:14]([O:15][CH2:16][CH3:17])=[O:18].[H-:9].[Na+:10].[OH2:19]>>[CH3:1][C:2]1([CH3:8])[O:3][CH2:4][C:5](=[CH:12][OH:13])[C:6]1=[O:7]. Starting materials: C(O)CN (ethanolamine), ClC1=C2C(=NC(=C1)C)C(=NN2)C (7-chloro-3,5-dimethyl-1H-pyrazolo[4,3-b]pyridine). Solvent: C=1(C(=CC=CC1)C)C (xylene). The product is OCCNC1=C2C(=NC(=C1)C)C(=NN2)C (7-(2-Hydroxyethylamino)-3,5-dimethyl-1H-pyrazolo[4,3-b]pyridine). Isolated yield 66.0%. Reaction SMILES: [CH2:1]([CH2:3][NH2:4])[OH:2].Cl[C:6]1[CH:11]=[C:10]([CH3:12])[N:9]=[C:8]2[C:13]([CH3:16])=[N:14][NH:15][C:7]=12>C1(C)C(C)=CC=CC=1>[OH:2][CH2:1][CH2:3][NH:4][C:6]1[CH:11]=[C:10]([CH3:12])[N:9]=[C:8]2[C:13]([CH3:16])=[N:14][NH:15][C:7]=12. Procedure details: A mixture of ethanolamine (1.0 g, 0.016 mole) and 7-chloro-3,5-dimethyl-1H-pyrazolo[4,3-b]pyridine (1.0 g) in dry xylene (20 ml) was heated under reflux for 48 h. After cooling, the brown oil in the reaction vessel solidified. The solvent was then decanted off and the solid washed several times with xylene. The brown solid was dissolved in aqueous methanol and the pH adjusted to pH 8-9 with 10% sodium carbonate solution. The resulting solid was filtered off, dried and recrystallised from chlorof...